Dataset: the Open Reaction Database (ORD), a public repository of structured organic reaction records. Task: describe an organic reaction: reactants, conditions, products, and yield Reactants: C(C)(C)O (isopropanol), [OH-].[NH4+] (ammonium hydroxide), (R)-4,5-dihydro, N1=CC=C(C=C1)C1=CC=C(C=C1)C1=NOC(=C1)COS(=O)(=O)C (3-[4-(4-pyridinyl)phenyl]-5-[[(methylsulfonyl)oxy]-methyl]isoxazole). Solvent: O1CCCC1 (tetrahydrofuran), C(C)(=O)OCC (ethyl acetate). Product: N1=CC=C(C=C1)C1=CC=C(C=C1)C1=NOC(=C1)CN (3-[4-(4-pyridinyl)phenyl]-5-(aminomethyl)isoxazole). As a reaction SMILES: [N:1]1[CH:6]=[CH:5][C:4]([C:7]2[CH:12]=[CH:11][C:10]([C:13]3[CH:17]=[C:16]([CH2:18]OS(C)(=O)=O)[O:15][N:14]=3)=[CH:9][CH:8]=2)=[CH:3][CH:2]=1.C(O)(C)C.[OH-].[NH4+:29]>O1CCCC1.C(OCC)(=O)C>[N:1]1[CH:6]=[CH:5][C:4]([C:7]2[CH:12]=[CH:11][C:10]([C:13]3[CH:17]=[C:16]([CH2:18][NH2:29])[O:15][N:14]=3)=[CH:9][CH:8]=2)=[CH:3][CH:2]=1 |f:2.3|. Reported procedure: To a flame dried flask containing (R)-4,5-Dihydro[3-[4-(4-pyridinyl)phenyl]-5-(hydroxymethyl)]isoxazole (440 mg, 1.73 mmol) in methylene chloride (20 mL) at 0° C. under an inert atmosphere is added triethylamine (0.36 mL, 2.60 mmol) and methanesulfonyl chloride (0.14 mL, 1.82 mmol). The reaction is slowly warmed to ambient temperature, stirred 3 hours, and quenched with water (25 mL). The organic phase is separated, washed with saturated NaHCO3 (25 mL) and saline (25 mL), dried over sodium sulfa... Starting materials: C(CCC=C)(=O)Cl (4-Pentenoyl chloride), C(CCC=C)(=O)O (4-pentenoic acid), S(=O)(Cl)Cl (thionyl chloride), COC(C1=CC(=CC=C1)N)=O (Methyl(3-amino)benzoate). Solvent: C(Cl)Cl (DCM), N1=CC=CC=C1 (pyridine). Run at time 8 hour. The product is C(CCC=C)(=O)NC=1C=C(C(=O)OC)C=CC1 (Methyl 3-(4-pentenoylamino)benzoate). Isolated yield 32.0%. Reaction SMILES: [CH3:1][O:2][C:3](=[O:11])[C:4]1[CH:9]=[CH:8][CH:7]=[C:6]([NH2:10])[CH:5]=1.[C:12](Cl)(=[O:17])[CH2:13][CH2:14][CH:15]=[CH2:16].C(O)(=O)CCC=C.S(Cl)(Cl)=O>C(Cl)Cl.N1C=CC=CC=1>[C:12]([NH:10][C:6]1[CH:5]=[C:4]([CH:9]=[CH:8][CH:7]=1)[C:3]([O:2][CH3:1])=[O:11])(=[O:17])[CH2:13][CH2:14][CH:15]=[CH2:16]. Reported procedure: Methyl(3-amino)benzoate (4.5 g, 29.8 mmol) was taken up in DCM (10 ml) and pyridine (1 ml) at 0° C. 4-Pentenoyl chloride (freshly prepared from 4-pentenoic acid (3.0 g, 29.97 mmol) and thionyl chloride (6.6 ml) at r.t. for 1 h, evaporated and azeotroped with DCM) was added dropwise in DCM (3 ml). The mixture was allowed to warm to r.t. and stirred overnight. The mixture was evaporated and partitioned between EtOAc and 1M HCl. The organic portion was washed with 5% KHCO3 and brine, filtered (What... The reactants are C(C1=CC=CC=C1)OCC[C@@H](C(C#N)(C)C)O (5-benzyloxy-2,2-dimethyl-3 (S)-hydroxy-pentane-nitrile), C(C1=CC=CC=C1)OCC[C@@H](C(C#N)(C)C)O (5-Benzyloxy-2,2-dimethyl-3(S)-hydroxy-pentane-nitrile). The reagents and catalysts are [OH-].[OH-].[Pd+2] (Pearlman's catalyst). Solvent: O1CCCC1 (tetrahydrofuran). Conditions: time 7.5 hour. Product: OCC[C@@H](C(C#N)(C)C)O (5-Hydroxy-2,2-dimethyl-3 (S)-hydroxy-pentane-nitrile). As a reaction SMILES: C([O:8][CH2:9][CH2:10][C@H:11]([OH:17])[C:12]([CH3:16])([CH3:15])[C:13]#[N:14])C1C=CC=CC=1>[OH-].[OH-].[Pd+2].O1CCCC1>[OH:8][CH2:9][CH2:10][C@H:11]([OH:17])[C:12]([CH3:16])([CH3:15])[C:13]#[N:14] |f:1.2.3|. Reported procedure: 16 g of Pearlman's catalyst (Pd(OH)2 on carbon, 20%) is added to 11.13 g (47.70 mmol) of 5-benzyloxy-2,2-dimethyl-3 (S)-hydroxy-pentane-nitrile of the title compound of Example 1c, dissolved in 110 ml of tetrahydrofuran. It is now hydrogenated for 7.5 hours at 10 bar and at room temperature. Catalyst is filtered out, and the filtrate is evaporated to the dry state in a vacuum. Reactants: C(CCCCCCCCCCCCCCC)N(C)C (N-hexadecyl-N,N-dimethylamine), amine, amine, C(C)#N (acetonitrile), BrCCCCCC (1-bromohexane). Run at temperature 85 celsius. Product: [Br-].C(CCCCCCCCCCCCCCC)[N+](C)(C)CCCCCC (N-hexadecyl-N-hexyl-N,N-dimethylammonium bromide). RXN SMILES: [CH2:1]([N:17]([CH3:19])[CH3:18])[CH2:2][CH2:3][CH2:4][CH2:5][CH2:6][CH2:7][CH2:8][CH2:9][CH2:10][CH2:11][CH2:12][CH2:13][CH2:14][CH2:15][CH3:16].C(#N)C.[Br:23][CH2:24][CH2:25][CH2:26][CH2:27][CH2:28][CH3:29]>>[Br-:23].[CH2:1]([N+:17]([CH2:24][CH2:25][CH2:26][CH2:27][CH2:28][CH3:29])([CH3:19])[CH3:18])[CH2:2][CH2:3][CH2:4][CH2:5][CH2:6][CH2:7][CH2:8][CH2:9][CH2:10][CH2:11][CH2:12][CH2:13][CH2:14][CH2:15][CH3:16] |f:3.4|. Procedure: An apparatus as described in Example 1 is used. The following are added successively to the flask with stirring: 164.8 g (0.6 mol) of N-hexadecyl-N,N-dimethylamine, 268.8 g (6.55 mol) of acetonitrile and 104.0 g (0.63 mol) of 1-bromohexane. The mixture is heated to 85° C. with stirring in the course of 4 hours and is then cooled to room temperature, and the residual amine content is determined in a sample and an amine conversion of 99.1% is determined from this. Working-up by means of a rotary e... The reactants are NC=1SC=CN1 (2-aminothiazole), C(C)(C)(C)[N+]#[C-] (tert-butylisonitrile), C(C1=CC=CO1)=O (furfural). Run in Cl(=O)(=O)(=O)O (perchloric acid). Product: C(C)(C)(C)NC1=C(N=C2SC=CN21)C=2OC=CC2 (tert-Butyl-(6-furan-2-yl-imidazo[2,1-b]thiazol-5-yl)-amine). As a reaction SMILES: [NH2:1][C:2]1[S:3][CH:4]=[CH:5][N:6]=1.[C:7]([N+:11]#[C-:12])([CH3:10])([CH3:9])[CH3:8].[CH:13](=O)[C:14]1[O:18][CH:17]=[CH:16][CH:15]=1>Cl(O)(=O)(=O)=O>[C:7]([NH:11][C:12]1[N:6]2[C:2]([S:3][CH:4]=[CH:5]2)=[N:1][C:13]=1[C:14]1[O:18][CH:17]=[CH:16][CH:15]=1)([CH3:10])([CH3:9])[CH3:8]. Procedure: Compound 2 was prepared in accordance with the general synthesis instructions from 1.0 ml (0.1 mmol) 2-aminothiazole solution (0.1 M, MC), 0.575 ml (0.115 mmol) tert-butylisonitrile solution (0.2 M, MC), 0.500 ml (0.15 mmol) furfural solution (0.3 M, MC) and 10 μl perchloric acid (w=20%) in a substance library.